describe an organic reaction: reactants, conditions, products, and yield From a dataset of the Open Reaction Database (ORD), a public repository of structured organic reaction records. Starting materials: [Al+3], C1CCOC1, O=C(c1ccc(F)cc1)c1cccs1, [H-], [H-], [H-], [H-], [Li+], [Na+], [OH-], O. The product is OC(c1ccc(F)cc1)c1cccs1. Reaction SMILES: [Al+3:2].[CH2:24]1[O:25][CH2:26][CH2:27][CH2:28]1.[F:7][c:8]1[cH:9][cH:10][c:11]([C:14](=[O:15])[c:16]2[s:17][cH:18][cH:19][cH:20]2)[cH:12][cH:13]1.[H-:1].[H-:4].[H-:5].[H-:6].[Li+:3].[Na+:23].[OH-:22].[OH2:21]>>[F:7][c:8]1[cH:9][cH:10][c:11]([CH:14]([OH:15])[c:16]2[s:17][cH:18][cH:19][cH:20]2)[cH:12][cH:13]1. Reactants: OC=1C=CC=C2C=CC=NC12 (8-hydroxyquinoline), ClC1=CC(=CC=C1)C(=O)OO (3-chloroperbenzoic acid), C([O-])(O)=O.[Na+] (sodium bicarbonate). Solvent: ClCCl (dichloromethane). Run at time 10 minute. Yields the product OC=1C=CC=C2C=CC=[N+](C12)[O-] (8-Hydroxyquinoline 1-oxide). The yield is 83.1%. As a reaction SMILES: [OH:1][C:2]1[CH:3]=[CH:4][CH:5]=[C:6]2[C:11]=1[N:10]=[CH:9][CH:8]=[CH:7]2.ClC1C=CC=C(C(OO)=[O:20])C=1.C(=O)(O)[O-].[Na+]>ClCCl>[OH:1][C:2]1[CH:3]=[CH:4][CH:5]=[C:6]2[C:11]=1[N+:10]([O-:20])=[CH:9][CH:8]=[CH:7]2 |f:2.3|. Procedure details: To a solution of 8-hydroxyquinoline (1.45 g, 10 mmol) in dichloromethane (50 ml) was added 3-chloroperbenzoic acid (MCPBA) (1.24 g, 13 mmol). The mixture was stirred at room temperature for 10 min, poured into 1.0N sodium bicarbonate (100 ml), and then extracted with dichloromethane (3×50 ml). The extract was washed with water, dried over magnesium sulfate, and evaporated to give a brown solid which was crystallized from dichloromethane and diethyl ether affording 8-Hydroxyquinoline 1-oxide (5a)...